From a dataset of the Open Reaction Database (ORD), a public repository of structured organic reaction records. describe an organic reaction: reactants, conditions, products, and yield The reactants are [H-].[Na+] (Sodium hydride), ClC1=C(CCl)C=CC=C1 (2-Chlorobenzyl chloride), O (water), NCCCNC1=NC=CC=C1 (2-(3-aminopropylamino)pyridine). Run in CS(=O)C (DMSO), CS(=O)C (DMSO). Conditions: time 8 hour. Product: NCCCN(CC1=C(C=CC=C1)Cl)C1=NC=CC=C1 (2-[N-(3-aminopropyl)-N-(2-chlorobenzyl) amino]pyridine). Isolated yield 25.1%. RXN SMILES: [H-].[Na+].[NH2:3][CH2:4][CH2:5][CH2:6][NH:7][C:8]1[CH:13]=[CH:12][CH:11]=[CH:10][N:9]=1.[Cl:14][C:15]1[CH:22]=[CH:21][CH:20]=[CH:19][C:16]=1[CH2:17]Cl.O>CS(C)=O>[NH2:3][CH2:4][CH2:5][CH2:6][N:7]([C:8]1[CH:13]=[CH:12][CH:11]=[CH:10][N:9]=1)[CH2:17][C:16]1[CH:19]=[CH:20][CH:21]=[CH:22][C:15]=1[Cl:14] |f:0.1|. Procedure: Sodium hydride (1.32 g) was disolved in DMSO (25 ml) at 70°-75° C. under nitrogen. The solution was cooled and 2-(3-aminopropylamino)pyridine (7.5 g) added at room temperature. 2-Chlorobenzyl chloride (8.86 g) in DMSO (15 ml) was added dropwise maintaining the temperature at 20°-25° C. After standing overnight water (200 ml) was added and the mixture extracted with ether. The ether extracts were washed with 2N hydrochloric acid and after partitioning into ether and chloroform at pH 3.5 and 14, a... The reactants are C(C)(=O)NC=1C=C(C=CC1)C1=CC(=CC2=C1N(C=N2)C2=CC=CC=C2)C(F)(F)F (7-(3-acetamidophenyl)-1-phenyl-5-trifluoromethylbenzimidazole), [H-].[Na+] (sodium hydride), resultant mixture, IC (iodomethane). Run in O1CCCC1 (tetrahydrofurane). Run at temperature 40 celsius. Product: CN(C(C)=O)C=1C=C(C=CC1)C1=CC(=CC2=C1N(C=N2)C2=CC=CC=C2)C(F)(F)F (7-(3-(N-Methyl acetamido)phenyl)-1-phenyl-5-trifluoromethylbenzimidazole). Yield: 36.1%. Reaction SMILES: [C:1]([NH:4][C:5]1[CH:6]=[C:7]([C:11]2[C:16]3[N:17]([C:20]4[CH:25]=[CH:24][CH:23]=[CH:22][CH:21]=4)[CH:18]=[N:19][C:15]=3[CH:14]=[C:13]([C:26]([F:29])([F:28])[F:27])[CH:12]=2)[CH:8]=[CH:9][CH:10]=1)(=[O:3])[CH3:2].[H-].[Na+].I[CH3:33]>O1CCCC1>[CH3:33][N:4]([C:5]1[CH:6]=[C:7]([C:11]2[C:16]3[N:17]([C:20]4[CH:25]=[CH:24][CH:23]=[CH:22][CH:21]=4)[CH:18]=[N:19][C:15]=3[CH:14]=[C:13]([C:26]([F:29])([F:28])[F:27])[CH:12]=2)[CH:8]=[CH:9][CH:10]=1)[C:1](=[O:3])[CH3:2] |f:1.2|. Reported procedure: To a solution of 7-(3-acetamidophenyl)-1-phenyl-5-trifluoromethylbenzimidazole (0.35 g, 0.88 mmol) in anhydrous tetrahydrofurane (5 ml) was added sodium hydride (0.09 g 60% dispersion in mineral oil, 2.2 mmol). The resultant mixture was stirred for one hour at ambient temperature, whereafter iodomethane (0.44 ml, 7 mmol) was added and the temperature was raised to 40° C. for 30 min. The cooled mixture was partitioned between water and ethyl acetate. The organic layer was washed with water, dried...